From a dataset of the Open Reaction Database (ORD), a public repository of structured organic reaction records. describe an organic reaction: reactants, conditions, products, and yield Reactants: NC1=CC=C(C=C1)S(=O)(=O)N(CC(C)C)[C@@H](CCCCN)CO ((1S)-4-Amino-N-(5-amino-1-hydroxymethyl-pentyl)-N-isobutyl-benzenesulfonamide), COC(=O)NC(C(=O)O)CC1=CC2=CC=CC=C2C=C1 (2-methoxycarbonylamino-3-naphthalen-2-yl-propionic acid), C1=CC=C2C(=C1)C=CC=C2C[C@@H](C(=O)O)N (L-1-naphthylalanine), C1=CC=C2C=C(C=CC2=C1)C[C@@H](C(=O)O)N (L-2-naphthylalanine), C1=CC=C2C=C(C=CC2=C1)C[C@@H](C(=O)O)N (L-2-naphthylalanine). Product: COC(N[C@@H](CC1=CC2=CC=CC=C2C=C1)C(NCCCC[C@@H](CO)N(CC(C)C)S(=O)(=O)C1=CC=C(C=C1)N)=O)=O ((1S,5S)-(1-{5-[(4-Amino-benzenesulfonyl)-isobutyl-amino]-6-hydroxy-hexylcarbamoyl}-2-naphthalen-2-yl-ethyl)-carbamic Acid Methyl Ester). RXN SMILES: [NH2:1][C:2]1[CH:7]=[CH:6][C:5]([S:8]([N:11]([C@H:16]([CH2:22][OH:23])[CH2:17][CH2:18][CH2:19][CH2:20][NH2:21])[CH2:12][CH:13]([CH3:15])[CH3:14])(=[O:10])=[O:9])=[CH:4][CH:3]=1.C1C=C2C(C=C(C[C@H](N)C(O)=O)C=C2)=CC=1.[CH3:40][O:41][C:42]([NH:44][CH:45]([CH2:49][C:50]1[CH:59]=[CH:58][C:57]2[C:52](=[CH:53][CH:54]=[CH:55][CH:56]=2)[CH:51]=1)[C:46](O)=[O:47])=[O:43].C1C=C2C=CC=C(C[C@H](N)C(O)=O)C2=CC=1>>[CH3:40][O:41][C:42](=[O:43])[NH:44][C@H:45]([C:46](=[O:47])[NH:21][CH2:20][CH2:19][CH2:18][CH2:17][C@H:16]([N:11]([S:8]([C:5]1[CH:6]=[CH:7][C:2]([NH2:1])=[CH:3][CH:4]=1)(=[O:10])=[O:9])[CH2:12][CH:13]([CH3:15])[CH3:14])[CH2:22][OH:23])[CH2:49][C:50]1[CH:59]=[CH:58][C:57]2[C:52](=[CH:53][CH:54]=[CH:55][CH:56]=2)[CH:51]=1. Procedure details: The title compound was prepared from (1S)-4-amino-N-(5-amino-1-hydroxymethyl-pentyl)-N-isobutyl-benzenesulfonamide (XII) (example 28, step D) as described in general procedure B using L-2-naphthylalanine. The L-2-naphthylalanine was initially transformed into its 2-methoxycarbonylamino-3-naphthalen-2-yl-propionic acid derivative following the procedure used for L-1-naphthylalanine (example 28, step E). The final product was obtained in 41% yield (165 mg). Starting materials: ClC1=C(C(=O)C2=CC=C(C=C2)Cl)C=C(C=C1)[N+](=O)[O-] (2,4'-dichloro-5-nitro-benzophenone), C(C)C1(CCNCC1)C (4-ethyl4-methylpiperidine), C([O-])([O-])=O.[Ca+2] (calcium carbonate). Solvent: CN(C(C)=O)C (N,N-dimethyl acetamide). Product: C(C)C1(CCN(CC1)C1=C(C=C(C=C1)[N+](=O)[O-])C(=O)C1=CC=C(C=C1)Cl)C ([2-(4-ethyl-4-methyl-1-piperidinyl)-5-nitrophenyl]-(4-chlorophenyl)methanone). Isolated yield 57.4%. Reaction SMILES: Cl[C:2]1[CH:16]=[CH:15][C:14]([N+:17]([O-:19])=[O:18])=[CH:13][C:3]=1[C:4]([C:6]1[CH:11]=[CH:10][C:9]([Cl:12])=[CH:8][CH:7]=1)=[O:5].[CH2:20]([C:22]1([CH3:28])[CH2:27][CH2:26][NH:25][CH2:24][CH2:23]1)[CH3:21].C(=O)([O-])[O-].[Ca+2]>CN(C)C(=O)C>[CH2:20]([C:22]1([CH3:28])[CH2:27][CH2:26][N:25]([C:2]2[CH:16]=[CH:15][C:14]([N+:17]([O-:19])=[O:18])=[CH:13][C:3]=2[C:4]([C:6]2[CH:11]=[CH:10][C:9]([Cl:12])=[CH:8][CH:7]=2)=[O:5])[CH2:24][CH2:23]1)[CH3:21] |f:2.3|. Procedure: Proceeding as indicated in example 2 with 0.0734 mole (21.7 g) of 2,4'-dichloro-5-nitro-benzophenone, 0.11 mole (18 g) of 4-ethyl4-methylpiperidine and 0.22 mole (30.4 g) of calcium carbonate in 100 cm3 of N,N-dimethyl acetamide, 16.3 g (Yield: 57%) of the expected product are obtained after re-crystallization in isopropyl ether. M.P.: 105° C. Starting materials: C(C)(=O)OCC (ethyl acetate), OC1=CC=C(C=C1)N1C(=NC(=C(C1=O)CC1=CC=C(C=C1)C=1C(=CC=CC1)C#N)CCC)C (4′-{[1-(4-hydroxyphenyl)-2-methyl-6-oxo-4-propyl-1,6-dihydropyrimidin-5-yl]methyl}biphenyl-2-carbonitrile), ICCC (1-iodopropane), C([O-])([O-])=O.[Cs+].[Cs+] (cesium carbonate). The solvent is O (water), CN(C=O)C (N,N-dimethylformamide). Reaction conditions: temperature 80 celsius, time 5 hour. Yields the product CC=1N(C(C(=C(N1)CCC)CC1=CC=C(C=C1)C=1C(=CC=CC1)C#N)=O)C1=CC=C(C=C1)OCCC (4′-{[2-methyl-6-oxo-1-(4-propoxyphenyl)-4-propyl-1,6-dihydropyrimidin-5-yl]methyl}biphenyl-2-carbonitrile). Reaction SMILES: [OH:1][C:2]1[CH:7]=[CH:6][C:5]([N:8]2[C:13](=[O:14])[C:12]([CH2:15][C:16]3[CH:21]=[CH:20][C:19]([C:22]4[C:23]([C:28]#[N:29])=[CH:24][CH:25]=[CH:26][CH:27]=4)=[CH:18][CH:17]=3)=[C:11]([CH2:30][CH2:31][CH3:32])[N:10]=[C:9]2[CH3:33])=[CH:4][CH:3]=1.I[CH2:35][CH2:36][CH3:37].C(=O)([O-])[O-].[Cs+].[Cs+].C(OCC)(=O)C>CN(C)C=O.O>[CH3:33][C:9]1[N:8]([C:5]2[CH:4]=[CH:3][C:2]([O:1][CH2:35][CH2:36][CH3:37])=[CH:7][CH:6]=2)[C:13](=[O:14])[C:12]([CH2:15][C:16]2[CH:21]=[CH:20][C:19]([C:22]3[C:23]([C:28]#[N:29])=[CH:24][CH:25]=[CH:26][CH:27]=3)=[CH:18][CH:17]=2)=[C:11]([CH2:30][CH2:31][CH3:32])[N:10]=1 |f:2.3.4|. Reported procedure: To a solution of 4′-{[1-(4-hydroxyphenyl)-2-methyl-6-oxo-4-propyl-1,6-dihydropyrimidin-5-yl]methyl}biphenyl-2-carbonitrile (1.0 g) and 1-iodopropane (1.1 mL) in N,N-dimethylformamide (10 mL) was added cesium carbonate (1.5 g), and the mixture was stirred at 80° C. for 5 hr. The reaction mixture was allowed to cool to room temperature, ethyl acetate and water were added, and the mixture was extracted with ethyl acetate. The organic layer was washed with saturated brine and dried over anhydrous ma... As a reaction SMILES: [Br-:10].[CH3:11][Mg+:12].[Cl:13][CH2:14][Cl:15].[Cl:1][c:2]1[n:3][c:4]([Cl:5])[n:6][c:7]([Cl:8])[n:9]1>>[Cl:1][c:2]1[n:3][c:4]([CH3:11])[n:6][c:7]([Cl:8])[n:9]1. Reactants: [Br-], C[Mg+], ClCCl, Clc1nc(Cl)nc(Cl)n1. The product is Cc1nc(Cl)nc(Cl)n1. Reactants: FC1=CC2=C(C(=NO2)C2CCN(CC2)CCN2C(C3=CC=CC=C3C2O)=O)C=C1 (2-[2-[4-(6-fluoro-1,2-benzisoxazol-3-yl)-1-piperidinyl]ethyl]-2,3-dihydro-3-hydroxy-1H-isoindol-1-one), CC(C)([O-])C.[K+] (potassium tert-butoxide), C1CCOC1 (THF), S(=O)(=O)(OC)OC (dimethyl sulfate). Conditions: time 21 hour. Yields the product FC1=CC2=C(C(=NO2)C2CCN(CC2)C[C@H](CC2=CC(=CC=C2)OC)OC)C=C1 ((S)-6-Fluoro-3-[1-(3-methoxyphenyl-2-methoxypropyl)-4-piperidinyl]-1,2-benzisoxazole). The yield is 46.0%. As a reaction SMILES: [F:1][C:2]1[CH:29]=[CH:28][C:5]2[C:6]([CH:9]3[CH2:14][CH2:13][N:12]([CH2:15][CH2:16]N4C(O)C5C(=CC=CC=5)C4=O)[CH2:11][CH2:10]3)=[N:7][O:8][C:4]=2[CH:3]=1.[CH3:30][C:31]([CH3:34])([O-])[CH3:32].[K+].S([O:41][CH3:42])(OC)(=O)=O.[CH2:43]1[CH2:47][O:46][CH2:45][CH2:44]1>>[F:1][C:2]1[CH:29]=[CH:28][C:5]2[C:6]([CH:9]3[CH2:10][CH2:11][N:12]([CH2:15][C@@H:16]([O:41][CH3:42])[CH2:34][C:31]4[CH:32]=[CH:44][CH:43]=[C:47]([O:46][CH3:45])[CH:30]=4)[CH2:13][CH2:14]3)=[N:7][O:8][C:4]=2[CH:3]=1 |f:1.2|. Procedure: To a solution of 2-[2-[4-(6-fluoro-1,2-benzisoxazol-3-yl)-1-piperidinyl]ethyl]-2,3-dihydro-3-hydroxy-1H-isoindol-1-one (3.3 g, 11.3 mmol) in dry THF (120 ml) was added potassium tert-butoxide (1.9 g, 16.9 mmol) followed by dimethyl sulfate (1.2 ml, 11.9 mmol) at room temperature, under nitrogen. The reaction mixture was stirred for 21 hours at which time it was filtered through a pad of Celite and the solids washed with EtOAc. The combined filtrates were concentrated to give the crude product. P... Reactants: O=C([O-])O, ClCCl, CCOCC, CC(CO)CC(F)(F)F, [Na+], [Na+], [Na+], O=S([O-])([O-])=S, O. The product is CC(C=O)CC(F)(F)F. RXN SMILES: [C:22](=[O:23])([OH:24])[O-:25].[CH2:27]([Cl:28])[Cl:29].[CH3:10][CH2:11][O:12][CH2:13][CH3:14].[CH3:1][CH:2]([CH2:3][OH:4])[CH2:5][C:6]([F:7])([F:8])[F:9].[Na+:15].[Na+:16].[Na+:26].[O-:17][S:18]([O-:19])(=[S:20])=[O:21].[OH2:30]>>[CH3:1][CH:2]([CH:3]=[O:4])[CH2:5][C:6]([F:7])([F:8])[F:9]. Reactants: C(CC)O (propan-1-ol), FC1=NC=CC(=N1)N1C(OCC1)=O (3-(2-fluoropyrimidin-4-yl)oxazolidin-2-one), C1(=CC=C(C=C1)C1=NOC(=N1)CN)C ((3-(p-tolyl)-1,2,4-oxadiazol-5-yl)methanamine), TEA. Solvent: C(CCC)O (butan-1-ol). Run at temperature 150 celsius. Product: C(C)(C)[C@@H]1N(C(OC1)=O)C1=NC(=NC=C1)NCC1=NC(=NO1)C1=CC=C(C=C1)C ((S)-4-Isopropyl-3-{2-[(3-p-tolyl-[1,2,4]oxadiazol-5-ylmethyl)-amino]-pyrimidin-4-yl}-oxazolidin-2-one). Yield: 54.2%. As a reaction SMILES: F[C:2]1[N:7]=[C:6]([N:8]2[CH2:12][CH2:11][O:10][C:9]2=[O:13])[CH:5]=[CH:4][N:3]=1.[C:14]1([CH3:27])[CH:19]=[CH:18][C:17]([C:20]2[N:24]=[C:23]([CH2:25][NH2:26])[O:22][N:21]=2)=[CH:16][CH:15]=1.[CH2:28](O)[CH2:29][CH3:30]>C(O)CCC>[CH:29]([C@H:12]1[CH2:11][O:10][C:9](=[O:13])[N:8]1[C:6]1[CH:5]=[CH:4][N:3]=[C:2]([NH:26][CH2:25][C:23]2[O:22][N:21]=[C:20]([C:17]3[CH:16]=[CH:15][C:14]([CH3:27])=[CH:19][CH:18]=3)[N:24]=2)[N:7]=1)([CH3:30])[CH3:28]. Reported procedure: A solution of 3-(2-fluoropyrimidin-4-yl)oxazolidin-2-one (100 mg, 0.444 mmol), (3-(p-tolyl)-1,2,4-oxadiazol-5-yl)methanamine (84 mg, 0.444 mmol, 1.0 equiv), and TEA (0.186 mL, 1.332 mmol, 3.0 equiv) in butan-1-ol (2 mL) was heated at 100° C. for 90 min. Addition of propan-1-ol (1 ml) and heated at 150° C. for 60 min. The reaction mixture was concentrated in vacuo. Flash column (silica, 24 g) eluting w/0-30% EtOAc/DCM afforded (S)-4-Isopropyl-3-{2-[(3-p-tolyl-[1,2,4]oxadiazol-5-ylmethyl)-amino]-p... Reaction conditions: time 3 hour. Starting materials: NC1=NC(=CC(=N1)C)C (2-amino-4,6-dimethylpyrimidine), CN(S(=O)(=O)OC1=C(C=CC=C1)S(=O)(=O)N=C=O)C (2-(dimethylaminosulfonyloxy)-benzenesulfonyl isocyanate). Reaction SMILES: [NH2:1][C:2]1[N:7]=[C:6]([CH3:8])[CH:5]=[C:4]([CH3:9])[N:3]=1.[CH3:10][N:11]([CH3:28])[S:12]([O:15][C:16]1[CH:21]=[CH:20][CH:19]=[CH:18][C:17]=1[S:22]([N:25]=[C:26]=[O:27])(=[O:24])=[O:23])(=[O:14])=[O:13]>C(Cl)Cl>[CH3:9][C:4]1[CH:5]=[C:6]([CH3:8])[N:7]=[C:2]([NH:1][C:26]([NH:25][S:22]([C:17]2[CH:18]=[CH:19][CH:20]=[CH:21][C:16]=2[O:15][S:12]([N:11]([CH3:28])[CH3:10])(=[O:13])=[O:14])(=[O:23])=[O:24])=[O:27])[N:3]=1. Procedure: To a suspension of 0.37 g (0.003 mole) 2-amino-4,6-dimethylpyrimidine in 5 ml methylene chloride was added 1.2 g (0.004 mole) 2-(dimethylaminosulfonyloxy)-benzenesulfonyl isocyanate. The reaction exothermed (18°-26° C.) and was stirred at room temperature for 3 hours. The resultant white precipitate was filtered to give 0.9 g of a white solid, m.p. 195°-196° C. The infrared spectrum shows absorption bands at 1705, 1380, 1180 cm-1. Product: CC1=NC(=NC(=C1)C)NC(=O)NS(=O)(=O)C1=C(C=CC=C1)OS(=O)(=O)N(C)C (N-[(4,6-Dimethylpyrimidin-2-yl)aminocarbonyl]-2-(dimethylaminosulfonyloxy)benzenesulfonamide). Run in C(Cl)Cl (methylene chloride). Isolated yield 69.9%.